Task: describe an organic reaction: reactants, conditions, products, and yield. Dataset: the Open Reaction Database (ORD), a public repository of structured organic reaction records Starting materials: [BH4-].[Na+] (sodium borohydride), ClC1=CC=C(C=C1)C1=NN(C(N1CC(CC)=O)=O)CC(=O)NC(C)(C1=CC(=CC=C1)C(F)(F)F)C (2-[3-(4-chlorophenyl)-5-oxo-4-(2-oxobutyl)-4,5-dihydro-1H-1,2,4-triazol-1-yl]-N-{1-methyl-1-[3-(trifluoromethyl)phenyl]ethyl}-acetamide), [Cl-].[NH4+] (ammonium chloride). Run in CO (methanol). Run at time 1 hour. Yields the product ClC1=CC=C(C=C1)C1=NN(C(N1CC(CC)O)=O)CC(=O)NC(C)(C1=CC(=CC=C1)C(F)(F)F)C (2-[3-(4-chlorophenyl)-5-oxo-4-(2-hydroxybutyl)-4,5-dihydro-1H-1,2,4-triazol-1-yl]-N-{1-methyl-1-[3-(trifluoromethyl)phenyl]ethyl}-acetamide). As a reaction SMILES: [Cl:1][C:2]1[CH:7]=[CH:6][C:5]([C:8]2[N:12]([CH2:13][C:14](=[O:17])[CH2:15][CH3:16])[C:11](=[O:18])[N:10]([CH2:19][C:20]([NH:22][C:23]([CH3:35])([C:25]3[CH:30]=[CH:29][CH:28]=[C:27]([C:31]([F:34])([F:33])[F:32])[CH:26]=3)[CH3:24])=[O:21])[N:9]=2)=[CH:4][CH:3]=1.[BH4-].[Na+].[Cl-].[NH4+]>CO>[Cl:1][C:2]1[CH:7]=[CH:6][C:5]([C:8]2[N:12]([CH2:13][CH:14]([OH:17])[CH2:15][CH3:16])[C:11](=[O:18])[N:10]([CH2:19][C:20]([NH:22][C:23]([CH3:24])([C:25]3[CH:30]=[CH:29][CH:28]=[C:27]([C:31]([F:32])([F:33])[F:34])[CH:26]=3)[CH3:35])=[O:21])[N:9]=2)=[CH:4][CH:3]=1 |f:1.2,3.4|. Procedure: 62 mg (0.12 mmol) of 2-[3-(4-chlorophenyl)-5-oxo-4-(2-oxobutyl)-4,5-dihydro-1H-1,2,4-triazol-1-yl]-N-{1-methyl-1-[3-(trifluoromethyl)phenyl]ethyl}-acetamide from Example 443 are dissolved in 2 ml of methanol and treated at RT with 4.7 mg (0.12 mmol) of sodium borohydride. This is stirred for 1 hr at RT. It is then treated with saturated ammonium chloride solution and extracted with 10 ml of ethyl acetate. The organic phase is dried over sodium sulphate, filtered and concentrated. 57 mg (92% of t... Starting materials: COCCl, Cc1c[nH]c(-c2ccccc2)n1, [H-], [Na+], CN(C)C=O, O. Product: COCn1cc(C)nc1-c1ccccc1. Reaction SMILES: [CH3:15][O:16][CH2:17][Cl:18].[CH3:1][c:2]1[n:3][c:4](-[c:7]2[cH:8][cH:9][cH:10][cH:11][cH:12]2)[nH:5][cH:6]1.[H-:14].[Na+:13].[O:20]=[CH:21][N:22]([CH3:23])[CH3:24].[OH2:19]>>[CH3:1][c:2]1[n:3][c:4](-[c:7]2[cH:8][cH:9][cH:10][cH:11][cH:12]2)[n:5]([CH2:17][O:16][CH3:15])[cH:6]1. The reactants are COC(=O)C(Cc1ccc(O)cc1)NC(C)=O, C=CCBr, [K+], [K+], O=C([O-])[O-], CN(C)C=O. Yields the product C=CCOc1ccc(CC(NC(C)=O)C(=O)OC)cc1. As a reaction SMILES: [C:1]([CH3:2])(=[O:3])[NH:4][CH:5]([C:6](=[O:7])[O:8][CH3:9])[CH2:10][c:11]1[cH:12][cH:13][c:14]([OH:17])[cH:15][cH:16]1.[CH2:24]([CH:25]=[CH2:26])[Br:27].[K+:18].[K+:19].[O-:20][C:21]([O-:22])=[O:23].[O:28]=[CH:29][N:30]([CH3:31])[CH3:32]>>[C:1]([CH3:2])(=[O:3])[NH:4][CH:5]([C:6](=[O:7])[O:8][CH3:9])[CH2:10][c:11]1[cH:12][cH:13][c:14]([O:17][CH2:26][CH:25]=[CH2:24])[cH:15][cH:16]1. Starting materials: FC1=C(C=CC=C1)CCCC(=O)Cl (4-(2-fluorophenyl)butyryl chloride), [Cl-].[Al+3].[Cl-].[Cl-] (aluminum chloride), ice, Cl (HCl). Solvent: C(=S)=S (carbon disulfide). Product: FC1=C2CCCC(C2=CC=C1)=O (5-fluorotetralone). The yield is 93.0%. RXN SMILES: [F:1][C:2]1[CH:7]=[CH:6][CH:5]=[CH:4][C:3]=1[CH2:8][CH2:9][CH2:10][C:11](Cl)=[O:12].[Cl-].[Al+3].[Cl-].[Cl-].Cl>C(=S)=S>[F:1][C:2]1[CH:7]=[CH:6][CH:5]=[C:4]2[C:3]=1[CH2:8][CH2:9][CH2:10][C:11]2=[O:12] |f:1.2.3.4|. Reported procedure: To the 4-(2-fluorophenyl)butyryl chloride in carbon disulfide (1.0 L) at -78° C. was added aluminum chloride (93.2 g, 0.7 mol) portionwise over a 30 min period. The mixture was warmed to room temperature for 30 min, then refluxed for 2 h. The reaction mixture was poured into a mixture of ice (500 mL) and HCl (6N, 500 mL). The carbon disulfide layer was separated, washed with saturated sodium bicarbonate and extracted with ethyl acetate. The aqueous phase was extracted with ethyl acetate. The com... The reactants are C(C)[SiH](CC)CC (Triethylsilane), C(C)(C)(C)C1=C(C(=CC2=C1C=C(O2)CCCCCCCC)C(C)(C)C)O (4,6-di-tert-butyl-5-hydroxy-2-octylbenzofuran), FC(C(=O)O)(F)F (trifluoroacetic acid), ice water. Conditions: temperature 0 celsius, time 1 hour. Product: C(C)(C)(C)C1=C(C(=CC2=C1CC(O2)CCCCCCCC)C(C)(C)C)O (4,6-di-tert-butyl-5-hydroxy-2-octyl-2,3-dihydrobenzofuran). Isolated yield 27.1%. Reaction SMILES: C([SiH](CC)CC)C.[C:8]([C:12]1[C:17]2[CH:18]=[C:19]([CH2:21][CH2:22][CH2:23][CH2:24][CH2:25][CH2:26][CH2:27][CH3:28])[O:20][C:16]=2[CH:15]=[C:14]([C:29]([CH3:32])([CH3:31])[CH3:30])[C:13]=1[OH:33])([CH3:11])([CH3:10])[CH3:9].FC(F)(F)C(O)=O>>[C:8]([C:12]1[C:17]2[CH2:18][CH:19]([CH2:21][CH2:22][CH2:23][CH2:24][CH2:25][CH2:26][CH2:27][CH3:28])[O:20][C:16]=2[CH:15]=[C:14]([C:29]([CH3:32])([CH3:31])[CH3:30])[C:13]=1[OH:33])([CH3:10])([CH3:11])[CH3:9]. Procedure details: Triethylsilane (17.4 ml) was added to 4,6-di-tert-butyl-5-hydroxy-2-octylbenzofuran (2.2 g) and trifluoroacetic acid (8.7 ml) was added dropwise to the mixture under cooling with ice. After stirring at 0° C. for 1 h, the mixture was poured into ice water and subjected to extraction with ethyl acetate. The organic layer was washed with a saturated aqueous solution of sodium hydrogen carbonate, dried over anhydrous magnesium sulfate and concentrated. The concentrate was purified by silica gel chro... The reactants are C[Sn](C)(C)C (tetramethyltin), OC1=NC=C(C2=C(C=CC=C12)N)Br (1-hydroxy-4-bromo-5-aminoisoquinoline). Yields the product OC1=NC=C(C2=C(C=CC=C12)N)C (1-hydroxy-4-methyl-5-aminoisoquinoline). As a reaction SMILES: [CH3:1][Sn](C)(C)C.[OH:6][C:7]1[C:16]2[C:11](=[C:12]([NH2:17])[CH:13]=[CH:14][CH:15]=2)[C:10](Br)=[CH:9][N:8]=1>>[OH:6][C:7]1[C:16]2[C:11](=[C:12]([NH2:17])[CH:13]=[CH:14][CH:15]=2)[C:10]([CH3:1])=[CH:9][N:8]=1. Procedure: According to the method of Example 106, Step A, a methylation reaction with tetramethyltin was performed by using Intermediate 138 to obtain the title compound.